From a dataset of the Open Reaction Database (ORD), a public repository of structured organic reaction records. describe an organic reaction: reactants, conditions, products, and yield Reactants: NC1=CC=C(C=C1)C1=CN=CC(=N1)N[C@@H](C)C1=CC=CC=C1 (6-(4-aminophenyl)-N-[(1S)-1-phenylethyl]pyrazin-2-amine), C1(CC1)C(=O)Cl (cyclopropanecarbonyl chloride). Yields the product C1(=CC=CC=C1)[C@H](C)NC1=CN=CC(=N1)C1=CC=C(C=C1)NC(=O)C1CC1 (N-[4-(6-{[(1S)-1-phenylethyl]amino}pyrazin-2-yl)phenyl]cyclopropanecarboxamide). Reaction SMILES: [NH2:1][C:2]1[CH:7]=[CH:6][C:5]([C:8]2[N:13]=[C:12]([NH:14][C@H:15]([C:17]3[CH:22]=[CH:21][CH:20]=[CH:19][CH:18]=3)[CH3:16])[CH:11]=[N:10][CH:9]=2)=[CH:4][CH:3]=1.[CH:23]1([C:26](Cl)=[O:27])[CH2:25][CH2:24]1>>[C:17]1([C@@H:15]([NH:14][C:12]2[N:13]=[C:8]([C:5]3[CH:4]=[CH:3][C:2]([NH:1][C:26]([CH:23]4[CH2:25][CH2:24]4)=[O:27])=[CH:7][CH:6]=3)[CH:9]=[N:10][CH:11]=2)[CH3:16])[CH:18]=[CH:19][CH:20]=[CH:21][CH:22]=1. Procedure details: In a method analogous to that reported in example 39, reaction of 6-(4-aminophenyl)-N-[(1S)-1-phenylethyl]pyrazin-2-amine (58 mg, 0.2 mmol) and cyclopropanecarbonyl chloride (25 mg, 0.24 mmol) furnished the pure product after chromatographic purification using ethyl acetate-hexane (3:2) (46 mg, 64%). The reactants are COC1=NC2=CC=C(C=C2N=C1NC(OCC)=O)C (Ethyl N-(2-methoxy-6-methylquinoxalin-3-yl)carbamate), COC1=CC=C(C=C1)N1CCNCC1 (1-(4-methoxyphenyl)piperazine). Product: COC1=NC2=CC=C(C=C2N=C1NC(=O)N1CCN(CC1)C1=CC=C(C=C1)OC)C (1-[(2-Methoxy-6-methylquinoxalin-3-yl)aminocarbonyl]-4-(4-methoxyphenyl)piperazine). Yield: 80.0%. Reaction SMILES: [CH3:1][O:2][C:3]1[C:12]([NH:13][C:14](=[O:18])OCC)=[N:11][C:10]2[C:5](=[CH:6][CH:7]=[C:8]([CH3:19])[CH:9]=2)[N:4]=1.[CH3:20][O:21][C:22]1[CH:27]=[CH:26][C:25]([N:28]2[CH2:33][CH2:32][NH:31][CH2:30][CH2:29]2)=[CH:24][CH:23]=1>>[CH3:1][O:2][C:3]1[C:12]([NH:13][C:14]([N:31]2[CH2:30][CH2:29][N:28]([C:25]3[CH:24]=[CH:23][C:22]([O:21][CH3:20])=[CH:27][CH:26]=3)[CH2:33][CH2:32]2)=[O:18])=[N:11][C:10]2[C:5](=[CH:6][CH:7]=[C:8]([CH3:19])[CH:9]=2)[N:4]=1. Procedure: Ethyl N-(2-methoxy-6-methylquinoxalin-3-yl)carbamate and 1-(4-methoxyphenyl)piperazine were reacted by the same way with the example 43 to obtain the titled compound (yield, 80%). 1H NMR (200 MHz, CDCl3): δ 2.48 (s, 3H), 3.16-3.14 (m, 4H), 3.78-3.82 (m, 6H), 4.13 (s, 4H), 6.84-7.02 (m, 4H), 7.14-7.33 (m, 3H), 7.53-7.64 (m, 1H). Reactants: O=C([O-])[O-], C1N2CN3CN1CN(C2)C3, CO, CCOC(C)=O, CC12CCC3c4ccc(O)cc4CCC3C1CCC2O, Cl, [K+], [K+], O, O=C(O)C(F)(F)F. Product: CC12CCC3c4cc(C=O)c(O)cc4CCC3C1CCC2O. As a reaction SMILES: [C:38](=[O:39])([O-:40])[O-:41].[CH2:21]1[N:22]2[CH2:23][N:24]3[CH2:25][N:26]([CH2:27]2)[CH2:28][N:29]1[CH2:30]3.[CH3:45][OH:46].[CH3:47][CH2:48][O:49][C:50]([CH3:51])=[O:52].[CH:1]12[CH2:2][CH2:3][C:4]3([CH3:5])[CH:6]([OH:7])[CH2:8][CH2:9][CH:10]3[CH:11]1[CH2:12][CH2:13][c:14]1[cH:15][c:16]([OH:17])[cH:18][cH:19][c:20]12.[ClH:44].[K+:42].[K+:43].[OH2:53].[OH:31][C:32]([C:33]([F:34])([F:35])[F:36])=[O:37]>>[CH:1]12[CH2:2][CH2:3][C:4]3([CH3:5])[CH:6]([OH:7])[CH2:8][CH2:9][CH:10]3[CH:11]1[CH2:12][CH2:13][c:14]1[cH:15][c:16]([OH:17])[c:18]([CH:32]=[O:31])[cH:19][c:20]12. Starting materials: N[C@@H](C(=O)O)CC=C ((2R)-2-amino-4-pentenoic acid), CO (methanol), S(=O)(Cl)Cl (thionyl chloride). Reaction conditions: time 16 hour. The product is Cl.N[C@@H](C(=O)OC)CC=C (Methyl (2R)-2-amino-4-pentenoate hydrochloride). The yield is 100.0%. RXN SMILES: [NH2:1][C@H:2]([CH2:6][CH:7]=[CH2:8])[C:3]([OH:5])=[O:4].S(Cl)([Cl:11])=O.[CH3:13]O>>[ClH:11].[NH2:1][C@H:2]([CH2:6][CH:7]=[CH2:8])[C:3]([O:5][CH3:13])=[O:4] |f:3.4|. Procedure details: To a suspension of (2R)-2-amino-4-pentenoic acid (200 mg, 1.74 mmol) in methanol (6 mL) at 0° C. was added dropwise thionyl chloride (1 mL). The resulting solution was allowed to stir for 16 h before the solvent was removed by evaporation and the product crystallized with diethyl ether. The diethyl ether was removed by evaporation to yield the title compound (287 mg, 1.74 mmol, 100%) as a white solid which had spectral data in agreement with that reported.123 Mp 135-140° C. 1H NMR (CDCl3, 300 MH...